From a dataset of the Open Reaction Database (ORD), a public repository of structured organic reaction records. describe an organic reaction: reactants, conditions, products, and yield The reactants are CCN(C(C)C)C(C)C (DIEA), ClC(=O)OCC1=CC=CC=C1 (benzyl chloroformate), C(C)(C)(C)OC(=O)NCCN (N-(t-Butoxycarbonyl)ethylenediamine), CCN(C(C)C)C(C)C (DIEA), ICC(=O)N (iodoacetamide). The solvent is C(C)#N (acetonitrile). Reaction conditions: time 2 day. The product is C(C)(C)(C)OC(=O)NCCN(CC(=O)N)C(=O)OCC1=CC=CC=C1 (N-(t-Butoxycarbonyl)-N'-(benzyloxycarbonyl)-N'-(aminocarbonylmethyl)ethylenediamine). The yield is 54.7%. Reaction SMILES: [C:1]([O:5][C:6]([NH:8][CH2:9][CH2:10][NH2:11])=[O:7])([CH3:4])([CH3:3])[CH3:2].CCN(C(C)C)C(C)C.I[CH2:22][C:23]([NH2:25])=[O:24].Cl[C:27]([O:29][CH2:30][C:31]1[CH:36]=[CH:35][CH:34]=[CH:33][CH:32]=1)=[O:28]>C(#N)C>[C:1]([O:5][C:6]([NH:8][CH2:9][CH2:10][N:11]([C:27]([O:29][CH2:30][C:31]1[CH:36]=[CH:35][CH:34]=[CH:33][CH:32]=1)=[O:28])[CH2:22][C:23]([NH2:25])=[O:24])=[O:7])([CH3:4])([CH3:3])[CH3:2]. Procedure details: To a solution of 1.25 g (7.8 mmole) of N-(t-Butoxycarbonyl)ethylenediamine in 10 mL of acetonitrile was added 1.36 mL (7.8 mole) of DIEA followed by 1.44 g (7.8 mmole) of iodoacetamide at room temperature. After 90 min most of the solvent was removed in vacuo and the residue was taken up in 12 mL of CH2Cl2 and was treated with 1.36 mL (7.8 mmole) of DIEA and then 1.1 mL (7.8 mmole) of benzyl chloroformate. The resulting solution was stirred at room temperature for 2 days, and was then concentrat... RXN SMILES: [CH3:13][OH:14].[CH3:20][CH2:21][O:22][C:23](=[O:24])[CH3:25].[OH:1][c:2]1[c:3]([CH:4]=[CH:5][C:6](=[O:7])[OH:8])[cH:9][cH:10][cH:11][cH:12]1.[S:15](=[O:16])(=[O:17])([OH:18])[OH:19]>>[OH:1][c:2]1[c:3]([CH:4]=[CH:5][C:6](=[O:7])[O:8][CH3:13])[cH:9][cH:10][cH:11][cH:12]1. Yields the product COC(=O)C=Cc1ccccc1O. Starting materials: CO, CCOC(C)=O, O=C(O)C=Cc1ccccc1O, O=S(=O)(O)O. Reactants: FC1=C(C=C(C=C1)[N+](=O)[O-])C (4-fluoro-3-methylnitrobenzene), N1C=NC=C1 (imidazole), C([O-])([O-])=O.[Na+].[Na+] (sodium carbonate). The solvent is CN(C=O)C (dimethylformamide). The product is CC=1C=C(C=CC1[N+](=O)[O-])N1C=NC=C1 (1-(3-methyl-4-nitrophenyl)imidazole). As a reaction SMILES: F[C:2]1[CH:7]=[CH:6][C:5]([N+:8]([O-:10])=[O:9])=[CH:4][C:3]=1C.[NH:12]1[CH:16]=[CH:15][N:14]=[CH:13]1.[C:17](=O)([O-])[O-].[Na+].[Na+]>CN(C)C=O>[CH3:17][C:6]1[CH:7]=[C:2]([N:12]2[CH:16]=[CH:15][N:14]=[CH:13]2)[CH:3]=[CH:4][C:5]=1[N+:8]([O-:10])=[O:9] |f:2.3.4|. Procedure: A mixture of 4-fluoro-3-methylnitrobenzene (15.5 g), imidazole (6.8 g), and sodium carbonate (11.1 g) was heated at 100° for 24 hours in dimethylformamide (DMF). The mixture was then concentrated in vacuo, the residue was acidified to pH1 with 4M hydrochloric acid, and the resulting solution was extracted with chloroform (2×25 cm3). The aqueous phase was basified to pH10 with 2.5 M sodium hydroxide solution and the mixture was extracted with chloroform (3×100 cm3). The dried (MgSO4) organic extr... The reactants are CO, COC(=O)c1ccc(C2=NOC(c3cc(Cl)cc(Cl)c3)(C(F)(F)F)C2)c2ccccc12, [Li+], C1CCOC1, [OH-], O, O. The product is O=C(O)c1ccc(C2=NOC(c3cc(Cl)cc(Cl)c3)(C(F)(F)F)C2)c2ccccc12. RXN SMILES: [CH3:35][OH:36].[Cl:4][c:5]1[cH:6][c:7]([C:12]2([C:31]([F:32])([F:33])[F:34])[CH2:13][C:14]([c:17]3[cH:18][cH:19][c:20]([C:27](=[O:28])[O:29][CH3:30])[c:21]4[cH:22][cH:23][cH:24][cH:25][c:26]34)=[N:15][O:16]2)[cH:8][c:9]([Cl:11])[cH:10]1.[Li+:3].[O:38]1[CH2:39][CH2:40][CH2:41][CH2:42]1.[OH-:2].[OH2:1].[OH2:37]>>[Cl:4][c:5]1[cH:6][c:7]([C:12]2([C:31]([F:32])([F:33])[F:34])[CH2:13][C:14]([c:17]3[cH:18][cH:19][c:20]([C:27](=[O:28])[OH:29])[c:21]4[cH:22][cH:23][cH:24][cH:25][c:26]34)=[N:15][O:16]2)[cH:8][c:9]([Cl:11])[cH:10]1. Starting materials: C(\C=C(/C)\CCC=C(C)C)OC1=CC=C(C=C1)CC(=O)O (4-geranyloxyphenylacetic acid), ON1N=NC2=C1C=CC=C2 (1- hydroxybenzotriazole), C1(CCCCC1)N=C=NC1CCCCC1 (N,N'- dicyclohexyl carbodiimide), NC1CN(N(C1)CC)CC (4-amino-1,2- diethylpyrazolidine). Solvent: tetrahydrofuran anhydride. Reaction conditions: time 6 hour. The product is C(C)N1N(CC(C1)NC(CC1=CC=C(C=C1)OC\C=C(/C)\CCC=C(C)C)=O)CC (N-(1,2-diethyl-4-pyrazolidinyl)-4-geranyloxyphenylacetamide). Yield: 95.3%. As a reaction SMILES: [CH2:1]([O:11][C:12]1[CH:17]=[CH:16][C:15]([CH2:18][C:19]([OH:21])=O)=[CH:14][CH:13]=1)/[CH:2]=[C:3](/[CH2:5][CH2:6][CH:7]=[C:8]([CH3:10])[CH3:9])\[CH3:4].ON1C2C=CC=CC=2N=N1.C1(N=C=NC2CCCCC2)CCCCC1.[NH2:47][CH:48]1[CH2:52][N:51]([CH2:53][CH3:54])[N:50]([CH2:55][CH3:56])[CH2:49]1>>[CH2:55]([N:50]1[CH2:49][CH:48]([NH:47][C:19](=[O:21])[CH2:18][C:15]2[CH:14]=[CH:13][C:12]([O:11][CH2:1]/[CH:2]=[C:3](/[CH2:5][CH2:6][CH:7]=[C:8]([CH3:9])[CH3:10])\[CH3:4])=[CH:17][CH:16]=2)[CH2:52][N:51]1[CH2:53][CH3:54])[CH3:56]. Reported procedure: To a solution of 4-geranyloxyphenylacetic acid (1.50 g) in tetrahydrofuran anhydride (30 ml) were added 1- hydroxybenzotriazole (0.85 g), N,N'- dicyclohexyl carbodiimide (1.29 g), and 4-amino-1,2- diethylpyrazolidine (0.75 g) while being cooled with ice and then the mixture was stirred for 6 hours at room temperature. The reaction solution was filtered so as to filter out the deposited product and the filtrate was concentrated under a vacuum. The residue was purified by silica gel column chromat... The reactants are O.[OH-].[Li+] (Lithium hydroxide monohydrate), C(#N)CC1(CN(C1)C1=C(C=C(C(=O)OC)C=C1)F)N1N=CC(=C1)C=1C2=C(N=CN1)N(C=C2)COCC[Si](C)(C)C (methyl 4-{3-(cyanomethyl)-3-[4-(7-{[2-(trimethylsilyl)ethoxy]methyl}-7H-pyrrolo[2,3-d]pyrimidin-4-yl)-1H-pyrazol-1-yl]azetidin-1-yl}-3-fluorobenzoate), Cl (HCl). Solvent: CO (methanol), O (water). Run at temperature 40 celsius, time 8 hour. Product: C(#N)CC1(CN(C1)C1=C(C=C(C(=O)O)C=C1)F)N1N=CC(=C1)C=1C2=C(N=CN1)N(C=C2)COCC[Si](C)(C)C (4-{3-(cyanomethyl)-3-[4-(7-{[2-(trimethylsilyl)ethoxy]methyl}-7H-pyrrolo[2,3-d]pyrimidin-4-yl)-1H-pyrazol-1-yl]azetidin-1-yl}-3-fluorobenzoic acid). Isolated yield 91.9%. Reaction SMILES: O.[OH-].[Li+].[C:4]([CH2:6][C:7]1([N:22]2[CH:26]=[C:25]([C:27]3[C:28]4[CH:35]=[CH:34][N:33]([CH2:36][O:37][CH2:38][CH2:39][Si:40]([CH3:43])([CH3:42])[CH3:41])[C:29]=4[N:30]=[CH:31][N:32]=3)[CH:24]=[N:23]2)[CH2:10][N:9]([C:11]2[CH:20]=[CH:19][C:14]([C:15]([O:17]C)=[O:16])=[CH:13][C:12]=2[F:21])[CH2:8]1)#[N:5].Cl>CO.O>[C:4]([CH2:6][C:7]1([N:22]2[CH:26]=[C:25]([C:27]3[C:28]4[CH:35]=[CH:34][N:33]([CH2:36][O:37][CH2:38][CH2:39][Si:40]([CH3:41])([CH3:43])[CH3:42])[C:29]=4[N:30]=[CH:31][N:32]=3)[CH:24]=[N:23]2)[CH2:8][N:9]([C:11]2[CH:20]=[CH:19][C:14]([C:15]([OH:17])=[O:16])=[CH:13][C:12]=2[F:21])[CH2:10]1)#[N:5] |f:0.1.2|. Procedure: Lithium hydroxide monohydrate (0.21 g, 5.0 mmol) was added to a mixture of methyl 4-{3-(cyanomethyl)-3-[4-(7-{[2-(trimethylsilyl)ethoxy]methyl}-7H-pyrrolo[2,3-d]pyrimidin-4-yl)-1H-pyrazol-1-yl]azetidin-1-yl}-3-fluorobenzoate (1.06 g) in methanol (15.0 mL) and water (3.0 mL). The reaction mixture was stirred at 40° C. overnight. The mixture was adjusted to pH 3 with aqueous HCl (1.00 N), and concentrated under reduced pressure to remove methanol. The solid formed was filtered and washed with wate... Starting materials: ClC1=CC=C(C(=N1)C#N)SCCC (6-Chloro-3-propylthio-2-pyridinecarbonitrile), ClC=1C=C(C=CC1Cl)O (3,4-dichlorophenol), CC(C)(C)[O-].[K+] (t-BuOK). Run in CS(=O)C (DMSO), C1CCOC1 (THF). Yields the product ClC=1C=C(OC2=CC=C(C(=N2)C#N)SCCC)C=CC1Cl (6-(3,4-Dichlorophenoxy)-3-propylthio-2-pyridinecarbonitrile). Reaction SMILES: Cl[C:2]1[N:7]=[C:6]([C:8]#[N:9])[C:5]([S:10][CH2:11][CH2:12][CH3:13])=[CH:4][CH:3]=1.[Cl:14][C:15]1[CH:16]=[C:17]([OH:22])[CH:18]=[CH:19][C:20]=1[Cl:21].CC([O-])(C)C.[K+]>CS(C)=O.C1COCC1>[Cl:14][C:15]1[CH:16]=[C:17]([CH:18]=[CH:19][C:20]=1[Cl:21])[O:22][C:2]1[N:7]=[C:6]([C:8]#[N:9])[C:5]([S:10][CH2:11][CH2:12][CH3:13])=[CH:4][CH:3]=1 |f:2.3|. Procedure: 6-Chloro-3-propylthio-2-pyridinecarbonitrile (12.8 g) was mixed with 10.6 g of 3,4-dichlorophenol in the presence of 7.3 g of t-BuOK in DMSO (10 ml) and THF (100 ml). The desired, 6-(3,4-dichlorophenoxy)-3-propylthio-2-pyridinecarbonitrile was recovered, m.p. 67°-69° C.